From a dataset of the Open Reaction Database (ORD), a public repository of structured organic reaction records. describe an organic reaction: reactants, conditions, products, and yield Yield: 73.2%. Reaction SMILES: [NH:1]1[CH:5]=[N:4][CH:3]=[N:2]1.F[C:7]1[CH:17]=[CH:16][C:10]([C:11]([O:13][CH2:14][CH3:15])=[O:12])=[CH:9][CH:8]=1.C(=O)([O-])[O-].[K+].[K+].O>CS(C)=O>[N:1]1([C:7]2[CH:17]=[CH:16][C:10]([C:11]([O:13][CH2:14][CH3:15])=[O:12])=[CH:9][CH:8]=2)[CH:5]=[N:4][CH:3]=[N:2]1 |f:2.3.4|. Product: N1(N=CN=C1)C1=CC=C(C(=O)OCC)C=C1 (Ethyl 4-(1,2,4-triazol-1-yl)benzoate). Reaction conditions: temperature 90 celsius. Run in CS(=O)C (DMSO). Reactants: O (water), N1N=CN=C1 (1,2,4-Triazole), FC1=CC=C(C(=O)OCC)C=C1 (ethyl 4-fluorobenzoate), C([O-])([O-])=O.[K+].[K+] (potassium carbonate). Procedure details: 1,2,4-Triazole (0.82 g, 0.01 mol), ethyl 4-fluorobenzoate (2 g, 0.01 mol) and anhydrous potassium carbonate (1.43 g, 0.01 mol) was dissolved in DMSO (30 ml) and heated to 90° C. for 18 h. The solution was poured into water (50 ml), extracted with ethyl acetate (50 ml), dried (sodium sulphate), filtered and evaporated to dryness under reduced pressure. The white solid was purified by flash column chromatography (silica, diethyl ether) to afford a white solid (1.59 g, 73%). The reactants are CSC1=CC=C(C=C1)C1=NN(C=C1C=1C=CC2=C(N(C=N2)C2=NC=C(C(=O)N)C=C2)C1)C(C1=CC=CC=C1)(C1=CC=CC=C1)C1=CC=CC=C1 (6-(6-{3-[4-(methylsulfanyl)phenyl]-1-trityl-1H-4-pyrazolyl}-1H-benzo[d]imidazol-1-yl)nicotinamide), CSC1=CC=C(C=C1)C1=NN(C=C1C1=CC2=C(N(C=N2)C2=NC=C(C(=O)N)C=C2)C=C1)C(C1=CC=CC=C1)(C1=CC=CC=C1)C1=CC=CC=C1 (6-(5-{3-[4-(methylsulfanyl)phenyl]-1-trityl-1H-4-pyrazolyl}-1H-benzo [d]imidazol-1-yl)nicotinamide), OOS(=O)[O-].[K+] (oxone), S(=S)(=O)([O-])[O-].[Na+].[Na+] (sodium thiosulfate), mixture, BrC=1C=CC2=C(N(C=N2)C2=NC=C(C(=O)N)C=C2)C1 (6-(6-bromo-1H-benzo [d] imidazol-1-yl)nicotinic acid amide), BrC1=CC2=C(N(C=N2)C2=NC=C(C(=O)N)C=C2)C=C1 (6-(5-bromo-1H-benzo [d] imidazol-1-yl)nicotinic acid amide), BrC1=CC2=C(NC=N2)C=C1 (5-bromo-1H-benzo[d]imidazole), ClC1=NC=C(C(=O)N)C=C1 (6-chloronicotinic acid amide), CSC1=CC=C(C=C1)C1=NN(C=C1B(O)O)C(C1=CC=CC=C1)(C1=CC=CC=C1)C1=CC=CC=C1 (3-[4-(methylsulfanyl)phenyl]-1-trityl-1H-4-pyrazolylboronic acid). Run in O1CCCC1 (tetrahydrofuran), CO (methanol), O (water), O (Water). Run at time 2 hour. Yields the product CS(=O)C1=CC=C(C=C1)C1=NN(C=C1C=1C=CC2=C(N(C=N2)C2=NC=C(C(=O)N)C=C2)C1)C(C1=CC=CC=C1)(C1=CC=CC=C1)C1=CC=CC=C1 (6-(6-{3-[4-(methylsulfinyl)phenyl]-1-trityl-1H-4-pyrazolyl}-1H-benzo[d]imidazol-1-yl)nicotinamide). RXN SMILES: Br[C:2]1[CH:3]=[CH:4][C:5]2[N:9]=[CH:8][N:7]([C:10]3[CH:18]=[CH:17][C:13]([C:14]([NH2:16])=[O:15])=[CH:12][N:11]=3)[C:6]=2[CH:19]=1.Br[C:21]1[CH:38]=[CH:37][C:24]2N(C3C=CC(C(N)=O)=CN=3)C=N[C:23]=2[CH:22]=1.Br[C:40]1[CH:48]=[CH:47][C:43]2NC=N[C:42]=2[CH:41]=1.ClC1C=CC(C(N)=[O:55])=CN=1.[CH3:59][S:60][C:61]1[CH:66]=[CH:65][C:64]([C:67]2[C:71](B(O)O)=[CH:70][N:69]([C:75](C3C=CC=CC=3)(C3C=CC=CC=3)[C:76]3[CH:81]=[CH:80][CH:79]=[CH:78][CH:77]=3)[N:68]=2)=[CH:63][CH:62]=1.CSC1C=CC(C2C(C3C=CC4N=CN(C5C=CC(C(N)=O)=CN=5)C=4C=3)=CN(C(C3C=CC=CC=3)(C3C=CC=CC=3)C3C=CC=CC=3)N=2)=CC=1.CSC1C=CC(C2C(C3C=CC4N(C5C=CC(C(N)=O)=CN=5)C=NC=4C=3)=CN(C(C3C=CC=CC=3)(C3C=CC=CC=3)C3C=CC=CC=3)N=2)=CC=1.OOS([O-])=O.[K+].S([O-])([O-])(=O)=S.[Na+].[Na+]>O1CCCC1.CO.O>[CH3:59][S:60]([C:61]1[CH:66]=[CH:65][C:64]([C:67]2[C:71]([C:2]3[CH:3]=[CH:4][C:5]4[N:9]=[CH:8][N:7]([C:10]5[CH:18]=[CH:17][C:13]([C:14]([NH2:16])=[O:15])=[CH:12][N:11]=5)[C:6]=4[CH:19]=3)=[CH:70][N:69]([C:75]([C:21]3[CH:22]=[CH:23][CH:24]=[CH:37][CH:38]=3)([C:40]3[CH:41]=[CH:42][CH:43]=[CH:47][CH:48]=3)[C:76]3[CH:81]=[CH:80][CH:79]=[CH:78][CH:77]=3)[N:68]=2)=[CH:63][CH:62]=1)=[O:55] |f:7.8,9.10.11|. Procedure details: 0.2 g of the mixture of 6-(6-bromo-1H-benzo [d] imidazol-1-yl)nicotinic acid amide and 6-(5-bromo-1H-benzo [d] imidazol-1-yl)nicotinic acid amide as positional isomers in a ratio of 1:1, prepared from 5-bromo-1H-benzo[d]imidazole and 6-chloronicotinic acid amide by the same method as in Production Example 105, and 0.36 g 3-[4-(methylsulfanyl)phenyl]-1-trityl-1H-4-pyrazolylboronic acid (compound in Production Example 26), were reacted in the same manner as in Example 29, to give 0.39 g brown amor...